From a dataset of the Open Reaction Database (ORD), a public repository of structured organic reaction records. describe an organic reaction: reactants, conditions, products, and yield Starting materials: FC1=C(C=O)C=CC=C1 (2-fluorobenzaldehyde), C1(CC1)N (cyclopropylamine). Yields the product C1(CC1)NCC1=C(C=CC=C1)F (Cyclopropyl-(2-fluorobenzyl)amine). RXN SMILES: [F:1][C:2]1[CH:9]=[CH:8][CH:7]=[CH:6][C:3]=1[CH:4]=O.[CH:10]1([NH2:13])[CH2:12][CH2:11]1>>[CH:10]1([NH:13][CH2:4][C:3]2[CH:6]=[CH:7][CH:8]=[CH:9][C:2]=2[F:1])[CH2:12][CH2:11]1. Procedure details: Synthesized according to typical procedure J from 2-fluorobenzaldehyde and cyclopropylamine. Reactants: CN1CCOCC1 (N-methylmorpholine), Cl.COC([C@@H](N)CCC(=O)OC)=O (dimethyl-L-glutamate hydrochloride), NC1=NC(=C(C(=N1)O)CCCC(=C)C1=CC=C(C(=O)O)C=C1)N (4-[5-(2,6-diamino-4-hydroxypyrimidin-5-yl)-pent-1-en-2-yl]benzoic acid), CN1CCOCC1 (N-methylmorpholine), COC1=NC(=NC(=N1)OC)Cl (2,4-dimethoxy-6-chloro-1,3,5-triazine). Solvent: O1CCCC1 (tetrahydrofuran). Run at time 5 minute. The product is NC1=NC(=C(C(=N1)O)CCCC(=C)C1=CC=C(C(=O)N[C@@H](CCC(=O)OC)C(=O)OC)C=C1)N (Dimethyl N-{4-[5-(2,6-Diamino-4-hydroxypyrimidin-5-yl)-pent-1-en-2-yl]benzoyl}-L-glutamate). RXN SMILES: [NH2:1][C:2]1[N:7]=[C:6]([OH:8])[C:5]([CH2:9][CH2:10][CH2:11][C:12]([C:14]2[CH:22]=[CH:21][C:17]([C:18]([OH:20])=O)=[CH:16][CH:15]=2)=[CH2:13])=[C:4]([NH2:23])[N:3]=1.CN1CCOCC1.COC1N=C(OC)N=C(Cl)N=1.Cl.[CH3:43][O:44][C:45](=[O:54])[C@H:46]([CH2:48][CH2:49][C:50]([O:52][CH3:53])=[O:51])[NH2:47]>O1CCCC1>[NH2:1][C:2]1[N:7]=[C:6]([OH:8])[C:5]([CH2:9][CH2:10][CH2:11][C:12]([C:14]2[CH:15]=[CH:16][C:17]([C:18]([NH:47][C@H:46]([C:45]([O:44][CH3:43])=[O:54])[CH2:48][CH2:49][C:50]([O:52][CH3:53])=[O:51])=[O:20])=[CH:21][CH:22]=2)=[CH2:13])=[C:4]([NH2:23])[N:3]=1 |f:3.4|. Procedure: A mixture of 270 mg (1 eq) of 4-[5-(2,6-diamino-4-hydroxypyrimidin-5-yl)-pent-1-en-2-yl]benzoic acid and 104 mg (1.2 eq) of N-methylmorpholine in 4.0 ml of anhydrous tetrahydrofuran, was vigorously stirred for 5 minutes at room temperature. To this mixture, 165 mg (1.1 eq) of 2,4-dimethoxy-6-chloro-1,3,5-triazine were added and the sol was stirred for 40 minutes at room temperature. An additional 104 mg (1.2 eq) of N-methylmorpholine were introduced followed by 236 mg (1.3 eq) of dry dimethyl-L-... Starting materials: CCOc1cc2c(Sc3cccc(N)c3)ncnc2cc1OC, C1CCOC1, CN(C)c1ccncc1, CC(C)(c1cc(NC(=O)Oc2ccccc2)no1)C(F)(F)F. Product: CCOc1cc2c(Sc3cccc(NC(=O)Nc4cc(C(C)(C)C(F)(F)F)on4)c3)ncnc2cc1OC. Reaction SMILES: [CH2:1]([CH3:2])[O:3][c:4]1[cH:5][c:6]2[c:7]([S:16][c:17]3[cH:18][c:19]([NH2:20])[cH:21][cH:22][cH:23]3)[n:8][cH:9][n:10][c:11]2[cH:12][c:13]1[O:14][CH3:15].[CH2:46]1[O:47][CH2:48][CH2:49][CH2:50]1.[CH3:51][N:52]([CH3:53])[c:54]1[cH:55][cH:56][n:57][cH:58][cH:59]1.[F:24][C:25]([C:26]([CH3:27])([CH3:28])[c:29]1[cH:30][c:31]([NH:34][C:35]([O:36][c:38]2[cH:39][cH:40][cH:41][cH:42][cH:43]2)=[O:37])[n:32][o:33]1)([F:44])[F:45]>>[CH2:1]([CH3:2])[O:3][c:4]1[cH:5][c:6]2[c:7]([S:16][c:17]3[cH:18][c:19]([NH:20][C:35]([NH:34][c:31]4[cH:30][c:29]([C:26]([C:25]([F:24])([F:44])[F:45])([CH3:27])[CH3:28])[o:33][n:32]4)=[O:36])[cH:21][cH:22][cH:23]3)[n:8][cH:9][n:10][c:11]2[cH:12][c:13]1[O:14][CH3:15]. Reaction SMILES: [CH:12]([OH:13])([CH3:14])[CH3:15].[F:1][c:2]1[n:3][c:4]([F:8])[cH:5][cH:6][cH:7]1.[NH2:10][NH2:11].[OH2:9]>>[F:1][c:2]1[n:3][c:4]([NH:10][NH2:11])[cH:5][cH:6][cH:7]1. The product is NNc1cccc(F)n1. The reactants are CC(C)O, Fc1cccc(F)n1, NN, O. Starting materials: [Br-], CC1(CCCCl)OCCO1, CCN(C(C)C)C(C)C, [Li+], C1CCOC1. Product: CC1(CCCBr)OCCO1. Reaction SMILES: [Br-:12].[CH2:1]1[CH2:2][O:3][C:4]([CH3:5])([CH2:6][CH2:7][CH2:8][Cl:9])[O:10]1.[CH:13]([N:14]([CH:15]([CH3:16])[CH3:17])[CH2:18][CH3:19])([CH3:20])[CH3:21].[Li+:11].[O:22]1[CH2:23][CH2:24][CH2:25][CH2:26]1>>[CH2:1]1[CH2:2][O:3][C:4]([CH3:5])([CH2:6][CH2:7][CH2:8][Br:12])[O:10]1. The reactants are ClC1=CC=2N(CCC(C(C2S1)=O)=CN(C)C)C(C1=CC=C(C=C1)[N+](=O)[O-])=O (2-chloro-7-[(dimethylamino)methylene]-4,5,6,7-tetrahydro-4-(4-nitrobenzoyl)-8H-thieno[3,2-b]azepin-8-one), CNN (N-methylhydrazine). Run in CO (methanol). Conditions: temperature 80 celsius. Yields the product ClC1=CC=2N(CCC=3C(C2S1)=NN(C3)C)C(C3=CC=C(C=C3)[N+](=O)[O-])=O (8-Chloro-2,4,5,6-tetrahydro-2-methyl-6-(4-nitrobenzoyl)pyrazolo[3,4-d]thieno[3,2-b]azepine). Reaction SMILES: [Cl:1][C:2]1[S:11][C:10]2[C:9](=O)[C:8](=[CH:13][N:14](C)[CH3:15])[CH2:7][CH2:6][N:5]([C:17](=[O:27])[C:18]3[CH:23]=[CH:22][C:21]([N+:24]([O-:26])=[O:25])=[CH:20][CH:19]=3)[C:4]=2[CH:3]=1.C[NH:29]N>CO>[Cl:1][C:2]1[S:11][C:10]2[C:9]3=[N:29][N:14]([CH3:15])[CH:13]=[C:8]3[CH2:7][CH2:6][N:5]([C:17](=[O:27])[C:18]3[CH:19]=[CH:20][C:21]([N+:24]([O-:26])=[O:25])=[CH:22][CH:23]=3)[C:4]=2[CH:3]=1. Procedure: A mixture of 500 mg of 2-chloro-7-[(dimethylamino)methylene]-4,5,6,7-tetrahydro-4-(4-nitrobenzoyl)-8H-thieno[3,2-b]azepin-8-one in 15 ml of absolute methanol is stirred under argon while 131 μl of N-methylhydrazine is added. The reaction mixture is heated at 80° C. for 18 hours. The reaction mixture is cooled to room temperature and concentrated in vacuo to give 420 mg of the desired product as a solid.